Dataset: the Open Reaction Database (ORD), a public repository of structured organic reaction records. Task: describe an organic reaction: reactants, conditions, products, and yield Reactants: C1(C=2C(C(N1CCOCC(=O)O)=O)=CC=CC2)=O (2-(phthalimido)ethoxyacetic acid), S(=O)(Cl)Cl (thionyl chloride). The reagents and catalysts are CN(C=O)C (dimethylformamide). The solvent is ClCCl (dichloromethane). Conditions: time 2 day. Yields the product C1(C=2C(C(N1CCOCC(=O)Cl)=O)=CC=CC2)=O (2-(phthalimido)ethoxyacetyl chloride). RXN SMILES: [C:1]1(=[O:18])[N:5]([CH2:6][CH2:7][O:8][CH2:9][C:10](O)=[O:11])[C:4](=[O:13])[C:3]2=[CH:14][CH:15]=[CH:16][CH:17]=[C:2]12.S(Cl)([Cl:21])=O>ClCCl.CN(C)C=O>[C:1]1(=[O:18])[N:5]([CH2:6][CH2:7][O:8][CH2:9][C:10]([Cl:21])=[O:11])[C:4](=[O:13])[C:3]2=[CH:14][CH:15]=[CH:16][CH:17]=[C:2]12. Procedure: To a suspension of 6 g of 2-(phthalimido)ethoxyacetic acid in dichloromethane are added 2.05 ml of thionyl chloride and 3 drops of dimethylformamide, and the mixture is stirred for 2 days. The solvent is distilled off to give 2-(phthalimido)ethoxyacetyl chloride. A solution of 2-(phthalimido)ethoxyacetyl chloride in 10 ml of dichloromethane is added dropwise to a solution, maintained at -5° C., of 3.6 g of Meldrum's acid in 20 ml of dichloromethane and 4.3 ml of pyridine. Then, the mixture is st...